describe an organic reaction: reactants, conditions, products, and yield From a dataset of the Open Reaction Database (ORD), a public repository of structured organic reaction records. The reactants are ClC=1C=C2C(=CC(=NC2=CC1)NN)C1=C(C=CC=C1)F (6-chloro-4-(o-fluorophenyl)-2-hydrazinoquinoline), C(C)(OCC)(OCC)OCC (triethyl orthoacetate). Solvent: C=1(C(=CC=CC1)C)C (xylene). Product: ClC=1C=C2C(=CC=3N(C2=CC1)C(=NN3)C)C3=C(C=CC=C3)F (7-chloro-1-methyl-5-(o-fluorophenyl)-s-triazolo[4,3-a]quinoline). As a reaction SMILES: [Cl:1][C:2]1[CH:3]=[C:4]2[C:9](=[CH:10][CH:11]=1)[N:8]=[C:7]([NH:12][NH2:13])[CH:6]=[C:5]2[C:14]1[CH:19]=[CH:18][CH:17]=[CH:16][C:15]=1[F:20].[C:21](OCC)(OCC)(OCC)[CH3:22]>C1(C)C(C)=CC=CC=1>[Cl:1][C:2]1[CH:3]=[C:4]2[C:9](=[CH:10][CH:11]=1)[N:8]1[C:21]([CH3:22])=[N:13][N:12]=[C:7]1[CH:6]=[C:5]2[C:14]1[CH:19]=[CH:18][CH:17]=[CH:16][C:15]=1[F:20]. Procedure: In the manner given in Example 2, 6-chloro-4-(o-fluorophenyl)-2-hydrazinoquinoline and triethyl orthoacetate are refluxed in xylene to give 7-chloro-1-methyl-5-(o-fluorophenyl)-s-triazolo[4,3-a]quinoline. Starting materials: [BH4-], CCO, CN1c2ccccc2C(=O)C(C)(C)S1(=O)=O, [Na+]. The product is CN1c2ccccc2C(O)C(C)(C)S1(=O)=O. RXN SMILES: [BH4-:1].[CH3:19][CH2:20][OH:21].[CH3:3][N:4]1[S:5](=[O:17])(=[O:18])[C:6]([CH3:15])([CH3:16])[C:7](=[O:14])[c:8]2[c:9]1[cH:10][cH:11][cH:12][cH:13]2.[Na+:2]>>[CH3:3][N:4]1[S:5](=[O:17])(=[O:18])[C:6]([CH3:15])([CH3:16])[CH:7]([OH:14])[c:8]2[c:9]1[cH:10][cH:11][cH:12][cH:13]2. Starting materials: ClC1=NC=CC(=N1)OCC (2-chloro-4-ethoxypyrimidine), C(C)OC(=C)[Sn](CCCC)(CCCC)CCCC ((1-ethoxyvinyl)-tri-n-butyltin), [F-].[K+] (potassium fluoride), aqueous solution. Reagents/catalysts: Cl[Pd]([P](C1=CC=CC=C1)(C2=CC=CC=C2)C3=CC=CC=C3)([P](C4=CC=CC=C4)(C5=CC=CC=C5)C6=CC=CC=C6)Cl (bis(triphenylphosphine)palladium(II) chloride). Run in CN(C)C=O (DMF). Conditions: time 1 hour. Yields the product C(C)OC(=C)C1=NC=CC(=N1)OCC (1-ethoxy-1-(4-ethoxypyrimidin-2-yl)-ethylene). The yield is 34.9%. As a reaction SMILES: Cl[C:2]1[N:7]=[C:6]([O:8][CH2:9][CH3:10])[CH:5]=[CH:4][N:3]=1.[CH2:11]([O:13][C:14]([Sn](CCCC)(CCCC)CCCC)=[CH2:15])[CH3:12].[F-].[K+]>CN(C=O)C.Cl[Pd](Cl)([P](C1C=CC=CC=1)(C1C=CC=CC=1)C1C=CC=CC=1)[P](C1C=CC=CC=1)(C1C=CC=CC=1)C1C=CC=CC=1>[CH2:14]([O:13][C:11]([C:2]1[N:7]=[C:6]([O:8][CH2:9][CH3:10])[CH:5]=[CH:4][N:3]=1)=[CH2:12])[CH3:15] |f:2.3,^1:38,57|. Procedure: A solution of 2-chloro-4-ethoxypyrimidine (6.34 g), (1-ethoxyvinyl)-tri-n-butyltin (14.4 g) and bis(triphenylphosphine)palladium(II) chloride (1 g) in DMF (60 ml) was heated at 90° C. for 60 hours. The reaction mixture was cooled to room temperature and potassium fluoride (100 ml of a 10% aqueous solution) was added. The resulting mixture was stirred for 1 hour then filtered through Hyflo supercel filter aid which was rinsed through with ether. The filtrate was extracted with ether (×2) and the ... Starting materials: Br[Si](C)(C)C (Bromotrimethylsilane), C(C)OC(C1=NN=C2N1C1=CC(=C(C=C1NC2=O)C(F)(F)F)N2C(=NC(=C2)C)C2=CC=CC=C2)=P(=O)O (1-(ethoxy-hydroxy-phosphorylmethyl)-8-(4-methyl-2-phenyl-1H-imidazol-1-yl)-7-trifluoromethyl[1,2,4]triazolo[4,3-a]quinoxalin-4(5H)-one), CN(C=O)C (N,N-dimethylformamide). Yields the product CC=1N=C(N(C1)C1=C(C=C2NC(C=3N(C2=C1)C(=NN3)CP(=O)(O)O)=O)C(F)(F)F)C3=CC=CC=C3 (8-(4-Methyl-2-phenyl-1H-imidazol-1-yl)-1-phosphonomethyl-7-trifluoromethyl[1,2,4]triazolo[4,3-a]quinoxalin-4(5H)-one). As a reaction SMILES: Br[Si](C)(C)C.C(O[C:9](=[P:40]([OH:42])=[O:41])[C:10]1[N:14]2[C:15]3[C:20]([NH:21][C:22](=[O:23])[C:13]2=[N:12][N:11]=1)=[CH:19][C:18]([C:24]([F:27])([F:26])[F:25])=[C:17]([N:28]1[CH:32]=[C:31]([CH3:33])[N:30]=[C:29]1[C:34]1[CH:39]=[CH:38][CH:37]=[CH:36][CH:35]=1)[CH:16]=3)C.CN(C)C=[O:46]>>[CH3:33][C:31]1[N:30]=[C:29]([C:34]2[CH:35]=[CH:36][CH:37]=[CH:38][CH:39]=2)[N:28]([C:17]2[CH:16]=[C:15]3[C:20]([NH:21][C:22](=[O:23])[C:13]4[N:14]3[C:10]([CH2:9][P:40]([OH:41])([OH:42])=[O:46])=[N:11][N:12]=4)=[CH:19][C:18]=2[C:24]([F:25])([F:27])[F:26])[CH:32]=1. Procedure: Bromotrimethylsilane (1 ml, 7 mmol) was added dropwise to a stirred solution of 1-(ethoxy-hydroxy-phosphorylmethyl)-8-(4-methyl-2-phenyl-1H-imidazol-1-yl)-7-trifluoromethyl[1,2,4]triazolo[4,3-a]quinoxalin-4(5H)-one (500 mg, 0.94 mmol) in 20 ml of dry N,N-dimethylformamide. Starting materials: ON=C1CCCCCCCCCCC1, CCCCCCCCCCCCOC(=O)c1ccc2c(c1)C(=O)N(O)C2=O, C1CCCCCCCCCCC1, CC(=O)O, O=[N+]([O-])C1CCCCCCCCCCC1, CC(C)(C)ON=O, [Na+], [OH-], O=S(=O)(O)O. Yields the product O=C1CCCCCCCCCCC1. RXN SMILES: [C:54]1(=[N:55][OH:56])[CH2:57][CH2:58][CH2:59][CH2:60][CH2:61][CH2:62][CH2:63][CH2:64][CH2:65][CH2:66][CH2:67]1.[CH2:13]([CH2:14][CH2:15][CH2:16][CH2:17][CH2:18][CH2:19][CH2:20][CH2:21][CH2:22][CH2:23][CH3:24])[O:25][C:26]([c:27]1[cH:28][c:29]2[c:36]([cH:37][cH:38]1)[C:34](=[O:35])[N:32]([OH:33])[C:30]2=[O:31])=[O:39].[CH2:1]1[CH2:2][CH2:3][CH2:4][CH2:5][CH2:6][CH2:7][CH2:8][CH2:9][CH2:10][CH2:11][CH2:12]1.[CH3:83][C:84](=[O:85])[OH:86].[N+:68]([CH:69]1[CH2:70][CH2:71][CH2:72][CH2:73][CH2:74][CH2:75][CH2:76][CH2:77][CH2:78][CH2:79][CH2:80]1)([O-:81])=[O:82].[N:40]([O:41][C:42]([CH3:43])([CH3:44])[CH3:45])=[O:46].[Na+:53].[OH-:52].[S:47](=[O:48])(=[O:49])([OH:50])[OH:51]>>[C:13]1(=[O:25])[CH2:14][CH2:15][CH2:16][CH2:17][CH2:18][CH2:19][CH2:20][CH2:21][CH2:22][CH2:23][CH2:24]1. Starting materials: ClC1=CC(=CC2=C1OCO2)CC#N (2-(7-chloro-1,3-benzodioxol-5-yl)acetonitrile), FC(C(=O)OCC)(F)F (ethyl trifluoroacetate), [Na] (sodium). Solvent: C(C)O (ethanol), C(C)O (ethanol). Yields the product ClC1=CC(=CC2=C1OCO2)C(C#N)C(C(F)(F)F)=O (2-(7-Chloro-1,3-benzodioxol-5-yl)-4,4,4-trifluoro-3-oxo-butanenitrile). The yield is 112.6%. As a reaction SMILES: [Na].[Cl:2][C:3]1[C:8]2[O:9][CH2:10][O:11][C:7]=2[CH:6]=[C:5]([CH2:12][C:13]#[N:14])[CH:4]=1.[F:15][C:16]([F:23])([F:22])[C:17](OCC)=[O:18]>C(O)C>[Cl:2][C:3]1[C:8]2[O:9][CH2:10][O:11][C:7]=2[CH:6]=[C:5]([CH:12]([C:17](=[O:18])[C:16]([F:23])([F:22])[F:15])[C:13]#[N:14])[CH:4]=1 |^1:0|. Procedure: Under reflux, 1.7 g of sodium (72.8 mmol) was dissolved in 50 ml of ethanol. At 50° C., a solution of 14.2 g (72.8 mmol) of 2-(7-chloro-1,3-benzodioxol-5-yl)acetonitrile and 10.3 g (72.8 mmol) of ethyl trifluoroacetate in 50 ml of ethanol was added dropwise, and the reaction mixture was then stirred under reflux for 12 hours. After cooling, the reaction mixture was concentrated on a rotary evaporator, dissolved in ethyl acetate and washed twice with 100 ml of 1N hydrochloric acid and once with w... Starting materials: [O-]C#N.[K+] (potassium cyanate), Cl (hydrochloric acid), C(C1=CC=CC=C1)N(O)CC1=CC=CC=C1 (N,N-dibenzylhydroxylamine). The solvent is O (water), O (water), CO (methanol). Reaction conditions: time 3 hour. Yields the product C(C1=CC=CC=C1)N(OC(N)=O)CC1=CC=CC=C1 (N,N-Dibenzyl-O-carbamylhydroxylamine). Reaction SMILES: [CH2:1]([N:8]([CH2:10][C:11]1[CH:16]=[CH:15][CH:14]=[CH:13][CH:12]=1)[OH:9])[C:2]1[CH:7]=[CH:6][CH:5]=[CH:4][CH:3]=1.Cl.[O-:18][C:19]#[N:20].[K+]>CO.O>[CH2:10]([N:8]([CH2:1][C:2]1[CH:3]=[CH:4][CH:5]=[CH:6][CH:7]=1)[O:9][C:19](=[O:18])[NH2:20])[C:11]1[CH:16]=[CH:15][CH:14]=[CH:13][CH:12]=1 |f:2.3|. Procedure details: A stirred suspension of 10.70 g of N,N-dibenzylhydroxylamine in 25 ml of methanol is admixed dropwise with a solution of 4.53 ml conc. hydrochloric acid in 10 ml of water. A solution of 4.06 g of potassium cyanate in 15 ml of water is then added and the resulting suspension is stirred at room temperature for 3 hours. The crude product is removed by filtration and further purified by liquid chromatography to afford the title compound as a white solid; m.p. 127°-29° C. The reactants are FC1=CC=C(C=C1)C(=C(C(=O)OCC)C1=NN=NN1CC)C1=CC=C(C=C1)F (ethyl 3,3-bis(4-fluorophenyl)-2-(1-ethyl-1H-tetrazol-5-yl)-2-propenoate), [H-].C(C(C)C)[Al+]CC(C)C (diisobutylaluminum hydride). The solvent is C(Cl)Cl (CH2Cl2). Run at time 45 minute. Product: FC1=CC=C(C=C1)C(=C(CO)C1=NN=NN1CC)C1=CC=C(C=C1)F (3,3-Bis(4-fluorophenyl)-2-(1-ethyl-1H-tetrazol-5-yl)-2-propenol). Yield: 101.1%. As a reaction SMILES: [F:1][C:2]1[CH:7]=[CH:6][C:5]([C:8]([C:22]2[CH:27]=[CH:26][C:25]([F:28])=[CH:24][CH:23]=2)=[C:9]([C:15]2[N:19]([CH2:20][CH3:21])[N:18]=[N:17][N:16]=2)[C:10](OCC)=[O:11])=[CH:4][CH:3]=1.[H-].C([Al+]CC(C)C)C(C)C>C(Cl)Cl>[F:1][C:2]1[CH:7]=[CH:6][C:5]([C:8]([C:22]2[CH:23]=[CH:24][C:25]([F:28])=[CH:26][CH:27]=2)=[C:9]([C:15]2[N:19]([CH2:20][CH3:21])[N:18]=[N:17][N:16]=2)[CH2:10][OH:11])=[CH:4][CH:3]=1 |f:1.2|. Procedure details: To a solution of ethyl 3,3-bis(4-fluorophenyl)-2-(1-ethyl-1H-tetrazol-5-yl)-2-propenoate (1.0 g, 2.6 mmoles) at -78° in CH2Cl2 was rapidly added 7.8 mL (7.8 mmoles) of diisobutylaluminum hydride solution (1.0 Molar in methylene chloride). After stirring for 45 minutes, the mixture was quenched with 1N HCl solution. The organic layer was separated, dried (MgSO4) and concentrated in vacuo. The residual oil was triturated with hexane to give 0.9 g (100%) of the title compound; m.p.=103°-111° C. Reactants: CC(C)OC(=O)Cl, Nc1ccc2nc(-c3ccccc3)oc2n1, O, c1ccncc1. Product: CC(C)OC(=O)Nc1ccc2nc(-c3ccccc3)oc2n1. Reaction SMILES: [CH:23]([CH3:24])([CH3:25])[O:26][C:27](=[O:28])[Cl:29].[NH2:1][c:2]1[cH:3][cH:4][c:5]2[c:6]([n:7]1)[o:8][c:9](-[c:11]1[cH:12][cH:13][cH:14][cH:15][cH:16]1)[n:10]2.[OH2:30].[cH:17]1[cH:18][cH:19][n:20][cH:21][cH:22]1>>[NH:1]([c:2]1[cH:3][cH:4][c:5]2[c:6]([n:7]1)[o:8][c:9](-[c:11]1[cH:12][cH:13][cH:14][cH:15][cH:16]1)[n:10]2)[C:27]([O:26][CH:23]([CH3:24])[CH3:25])=[O:28].